From a dataset of the Open Reaction Database (ORD), a public repository of structured organic reaction records. describe an organic reaction: reactants, conditions, products, and yield Reactants: FC=1C=C(C(=O)C=2C=CC(=C(C#N)C2)F)C=C(C1)F (5-(3,5-difluoro-benzoyl)-2-fluoro-benzonitrile), O.NN (hydrazine hydrate), Cl (hydrochloric acid). Solvent: O1CCCC1 (tetrahydrofuran). Run at time 2 hour. The product is NC1=NNC2=CC=C(C=C12)C(=O)C1=CC(=CC(=C1)F)F ((3-Amino-1H-indazol-5-yl)-(3,5-difluoro-phenyl)-methanone), solid. The yield is 80.0%. RXN SMILES: [F:1][C:2]1[CH:3]=[C:4]([CH:16]=[C:17]([F:19])[CH:18]=1)[C:5]([C:7]1[CH:8]=[CH:9][C:10](F)=[C:11]([CH:14]=1)[C:12]#[N:13])=[O:6].O.[NH2:21][NH2:22].Cl>O1CCCC1>[NH2:13][C:12]1[C:11]2[C:10](=[CH:9][CH:8]=[C:7]([C:5]([C:4]3[CH:3]=[C:2]([F:1])[CH:18]=[C:17]([F:19])[CH:16]=3)=[O:6])[CH:14]=2)[NH:22][N:21]=1 |f:1.2|. Procedure: A mixture of 5-(3,5-difluoro-benzoyl)-2-fluoro-benzonitrile (2.05 g, 7.84 mmol) and hydrazine hydrate (0.73 mL, 15.7 mmol) in dry tetrahydrofuran (100 mL) was stirred at room temperature for 2 hours. The reaction mixture was treated with 37% hydrochloric acid (1.3 mL, 15.7 mmol) for 30 min and then the volatiles were partially evaporated. The reaction mixture was then diluted with water (100 mL) and aqueous NH3 was added to reach neutral pH. The resulting solid was filtered, washed thoroughly wi...